This data is from the Open Reaction Database (ORD), a public repository of structured organic reaction records. The task is: describe an organic reaction: reactants, conditions, products, and yield The reactants are C([O-])([O-])=O.[K+].[K+] (potassium carbonate), CC1=C(C(C=C(O1)O)=O)O (6-methyl-5-hydroxy-2-hydroxy-4-pyrone), COC1=CC=C(CCl)C=C1 (p-methoxybenzyl chloride). The solvent is CN(C=O)C (dimethylformamide). Reaction conditions: temperature 60 celsius, time 6 hour. Product: CC1=C(C(C=C(O1)CO)=O)OCC1=CC=C(C=C1)OC (6-Methyl-5-p-methoxybenzyloxy-2-hydroxymethyl-4-pyrone). Isolated yield 54.5%. As a reaction SMILES: [CH3:1][C:2]1[O:7][C:6](O)=[CH:5][C:4](=[O:9])[C:3]=1[OH:10].[C:11](=O)([O-])[O-:12].[K+].[K+].[CH3:17][O:18][C:19]1[CH:26]=[CH:25][C:22]([CH2:23]Cl)=[CH:21][CH:20]=1>CN(C)C=O>[CH3:1][C:2]1[O:7][C:6]([CH2:11][OH:12])=[CH:5][C:4](=[O:9])[C:3]=1[O:10][CH2:23][C:22]1[CH:25]=[CH:26][C:19]([O:18][CH3:17])=[CH:20][CH:21]=1 |f:1.2.3|. Procedure: To a suspension of 5 g of 6-methyl-5-hydroxy-2-hydroxy-4-pyrone in 60 ml of dimethylformamide were successively added 6.8 g of potassium carbonate and 6.2 g of p-methoxybenzyl chloride. The mixture was stirred at 60° C. for 6 hours. After the reaction mixture was concentrated, 200 ml of water and 400 ml of dichloromethane were added to the concentrate. The organic phase was washed with 200 ml of water. After drying over anhydrous magnesium sulfate, the organic phase was concentrated under reduce... The reactants are N1CCCCC1 (piperidine), FC(C=1C=C(C=CC1)NC(=CC#N)C)(F)F (3-{[3-(Trifluoromethyl)phenyl]amino}-2-butenenitrile), C(=O)C1=CC=C(C#N)C=C1 (4-formylbenzonitrile), C(#N)CC(=O)N(C)C (2-cyano-N,N-dimethylacetamide). Solvent: C(C)O (ethanol). Yields the product C(#N)C=1C(C(C(N(C1C)C1=CC(=CC=C1)C(F)(F)F)=N)C(=O)N(C)C)C1=CC=C(C=C1)C#N (5-Cyano-4-(4-cyanophenyl)-2-imino-N,N,6-trimethyl-1-[3-(trifluoromethyl)phenyl]-1,2,3,4-tetrahydro-3-pyridinecarboxamide). As a reaction SMILES: [F:1][C:2]([F:16])([F:15])[C:3]1[CH:4]=[C:5]([NH:9][C:10]([CH3:14])=[CH:11][C:12]#[N:13])[CH:6]=[CH:7][CH:8]=1.[CH:17]([C:19]1[CH:26]=[CH:25][C:22]([C:23]#[N:24])=[CH:21][CH:20]=1)=O.[C:27]([CH2:29][C:30]([N:32]([CH3:34])[CH3:33])=[O:31])#[N:28].N1CCCCC1>C(O)C>[C:12]([C:11]1[CH:17]([C:19]2[CH:26]=[CH:25][C:22]([C:23]#[N:24])=[CH:21][CH:20]=2)[CH:29]([C:30]([N:32]([CH3:34])[CH3:33])=[O:31])[C:27](=[NH:28])[N:9]([C:5]2[CH:6]=[CH:7][CH:8]=[C:3]([C:2]([F:15])([F:16])[F:1])[CH:4]=2)[C:10]=1[CH3:14])#[N:13]. Procedure details: Under argon, 100 mg (0.44 mmol) of the compound of Example 2A, 57.97 mg (0.44 mmol) 4-formylbenzonitrile and 49.57 mg (0.44 mmol) 2-cyano-N,N-dimethylacetamide are dissolved in 2 ml ethanol. 3.76 mg (4.4 μl, 0.04 mmol) piperidine are added, and the mixture is stirred at reflux overnight. After cooling down to room temperature, the crude product is purified by column chromatography with cyclohexane/ethyl acetate 20:1, 10:1, 8:1, 6:1, 4:1, 2:1, 1:1, 1:2 and dichloromethane/methanol 100:1, 50:1, 20...